This data is from the Open Reaction Database (ORD), a public repository of structured organic reaction records. The task is: describe an organic reaction: reactants, conditions, products, and yield Starting materials: C=CCOC(=O)Nc1c(NCC2CCC3(CCC3)CC2)nc(C#N)nc1OCCC1CCN(C(=O)OC(C)(C)C)CC1, C1CCOC1, CCOC(C)=O, c1ccc(P(c2ccccc2)(c2ccccc2)[Pd](P(c2ccccc2)(c2ccccc2)c2ccccc2)(P(c2ccccc2)(c2ccccc2)c2ccccc2)P(c2ccccc2)(c2ccccc2)c2ccccc2)cc1. The product is CC(C)(C)OC(=O)N1CCC(CCOc2nc(C#N)nc(NCC3CCC4(CCC4)CC3)c2N)CC1. RXN SMILES: [C:1]([CH3:2])([CH3:3])([CH3:4])[O:5][C:6](=[O:7])[N:8]1[CH2:9][CH2:10][CH:11]([CH2:14][CH2:15][O:16][c:17]2[n:18][c:19]([C:41]#[N:42])[n:20][c:21]([NH:30][CH2:31][CH:32]3[CH2:33][CH2:34][C:35]4([CH2:36][CH2:37][CH2:38]4)[CH2:39][CH2:40]3)[c:22]2[NH:23][C:24]([O:25][CH2:26][CH:27]=[CH2:28])=[O:29])[CH2:12][CH2:13]1.[CH2:43]1[O:44][CH2:45][CH2:46][CH2:47]1.[CH3:48][CH2:49][O:50][C:51]([CH3:52])=[O:53].[cH:54]1[cH:55][cH:56][c:57]([P:58]([Pd:59]([P:60]([c:61]2[cH:62][cH:63][cH:64][cH:65][cH:66]2)([c:67]2[cH:68][cH:69][cH:70][cH:71][cH:72]2)[c:73]2[cH:74][cH:75][cH:76][cH:77][cH:78]2)([P:79]([c:80]2[cH:81][cH:82][cH:83][cH:84][cH:85]2)([c:86]2[cH:87][cH:88][cH:89][cH:90][cH:91]2)[c:92]2[cH:93][cH:94][cH:95][cH:96][cH:97]2)[P:98]([c:99]2[cH:100][cH:101][cH:102][cH:103][cH:104]2)([c:105]2[cH:106][cH:107][cH:108][cH:109][cH:110]2)[c:111]2[cH:112][cH:113][cH:114][cH:115][cH:116]2)([c:117]2[cH:118][cH:119][cH:120][cH:121][cH:122]2)[c:123]2[cH:124][cH:125][cH:126][cH:127][cH:128]2)[cH:129][cH:130]1>>[C:1]([CH3:2])([CH3:3])([CH3:4])[O:5][C:6](=[O:7])[N:8]1[CH2:9][CH2:10][CH:11]([CH2:14][CH2:15][O:16][c:17]2[n:18][c:19]([C:41]#[N:42])[n:20][c:21]([NH:30][CH2:31][CH:32]3[CH2:33][CH2:34][C:35]4([CH2:36][CH2:37][CH2:38]4)[CH2:39][CH2:40]3)[c:22]2[NH2:23])[CH2:12][CH2:13]1. Starting materials: C1(=CC=CC=C1)P(C1=CC=CC=C1)C1=CC=CC=C1 (triphenylphosphine), ClC=1N(C(N(N1)C)=O)C1=C(C=CC=C1C)CO (5-chloro-2,4-dihydro-4-[2-(hydroxymethyl)-6-methylphenyl]-2-methyl-3H-1,2,4-triazol-3-one), C(Br)(Br)(Br)Br (carbon tetrabromide). Run in ClCCl (dichloromethane). Reaction conditions: time 2 hour. The product is BrCC1=C(C(=CC=C1)C)N1C(N(N=C1Cl)C)=O (4-[2-(bromomethyl)-6-methylphenyl]-5-chloro-2,4-dihydro-2-methyl-3H-1,2,4-triazol-3-one). Isolated yield 84.0%. RXN SMILES: [Cl:1][C:2]1[N:3]([C:9]2[C:14]([CH3:15])=[CH:13][CH:12]=[CH:11][C:10]=2[CH2:16]O)[C:4](=[O:8])[N:5]([CH3:7])[N:6]=1.C1(P(C2C=CC=CC=2)C2C=CC=CC=2)C=CC=CC=1.C(Br)(Br)(Br)[Br:38]>ClCCl>[Br:38][CH2:16][C:10]1[CH:11]=[CH:12][CH:13]=[C:14]([CH3:15])[C:9]=1[N:3]1[C:2]([Cl:1])=[N:6][N:5]([CH3:7])[C:4]1=[O:8]. Procedure details: To a solution of the title compound of Step D (3.0 g, 12 mmol) in dichloromethane (56 mL) cooled to 0° C. under a nitrogen atmosphere was added triphenylphosphine (3.72 g, 14 mmol) followed by carbon tetrabromide (5.9 g, 18 mmol). The mixture was allowed to warm to room temperature and was stirred for 2 h. The mixture was concentrated under reduced pressure and the residue was purified by flash chromatography (2:1 hexanes:ethyl acetate) to afford 3.19 g of the title compound of Step E as a light...